This data is from the Open Reaction Database (ORD), a public repository of structured organic reaction records. The task is: describe an organic reaction: reactants, conditions, products, and yield Reactants: C1(CC1)CN1C(N(C=C1C1=CC=CC=C1)CC(=O)OC(C)(C)C)=O (tert-Butyl [3-(cyclopropylmethyl)-2-oxo-4-phenyl-2,3-dihydro-1H-imidazol-1-yl]acetate). Run in C(Cl)Cl (CH2Cl2), C(F)(F)(F)C(=O)O (CF3CO2H). Yields the product C1(CC1)CN1C(N(C=C1C1=CC=CC=C1)CC(=O)O)=O ([3-(Cyclopropylmethyl)-2-oxo-4-phenyl-2,3-dihydro-1H-imidazol-1-yl]acetic acid). RXN SMILES: [CH:1]1([CH2:4][N:5]2[C:9]([C:10]3[CH:15]=[CH:14][CH:13]=[CH:12][CH:11]=3)=[CH:8][N:7]([CH2:16][C:17]([O:19]C(C)(C)C)=[O:18])[C:6]2=[O:24])[CH2:3][CH2:2]1>C(Cl)Cl.C(C(O)=O)(F)(F)F>[CH:1]1([CH2:4][N:5]2[C:9]([C:10]3[CH:11]=[CH:12][CH:13]=[CH:14][CH:15]=3)=[CH:8][N:7]([CH2:16][C:17]([OH:19])=[O:18])[C:6]2=[O:24])[CH2:3][CH2:2]1. Procedure details: A solution of tert-butyl [3-(cyclopropylmethyl)-2-oxo-4-phenyl-2,3-dihydro-1H-imidazol-1-yl]acetate from Step C (41 mg, 0.125 mmol) in CH2Cl2 (2 mL) and CF3CO2H (1 mL) was stirred at ambient temperature for 3 h. The mixture was concentrated in vacuo to afford the title compound. MS: m/z=273 (M+1). The reactants are C1(=CC=CC=C1)P(=O)(C1=CC=CC=C1)OC=1[C@@H]([C@@H]2N(C1C(=O)OCC1=CC=C(C=C1)[N+](=O)[O-])C([C@@H]2[C@@H](C)O)=O)C (p-nitrobenzyl (1R,5S,6S)-2-diphenylphosphoryloxy-6-[(R)-1-hydroxyethyl]-1-methylcarbapen-2-em-3-carboxylate), C(C)(C)N(CC)C(C)C (diisopropylethylamine), C(C)(=O)SC1CN(C1)C=1SC=C(N1)C(=O)OCC (3-acetylthio-1-(4-ethoxycarbonyl-1,3-thiazol-2-yl)azetidine), C(C)(=O)O.NN (hydrazine acetate), C(O)([O-])=O.[Na+] (sodium hydrogencarbonate). The solvent is C(C)#N (acetonitrile), CN(C=O)C (dimethylformamide), C(C)(=O)OCC (ethyl acetate). Reaction conditions: time 1.5 hour. Yields the product C(C)OC(=O)C=1N=C(SC1)N1CC(C1)SC=1[C@@H]([C@H]2N(C1C(=O)OCC1=CC=C(C=C1)[N+](=O)[O-])C([C@@H]2[C@@H](C)O)=O)C (p-nitrobenzyl (1R,5S,6S)-2-[1-(4-ethoxycarbonyl-1,3-thiazol-2-yl)azetidin-3-yl]thio-6-[(R)-1-hydroxyethyl]-1-methylcarbapen-2-em-3-carboxylate). The yield is 74.7%. As a reaction SMILES: C([S:4][CH:5]1[CH2:8][N:7]([C:9]2[S:10][CH:11]=[C:12]([C:14]([O:16][CH2:17][CH3:18])=[O:15])[N:13]=2)[CH2:6]1)(=O)C.C(O)(=O)C.NN.C1(P(O[C:40]2[C@H:41]([CH3:64])[C@H:42]3[C@@H:59]([C@H:60]([OH:62])[CH3:61])[C:58](=[O:63])[N:43]3[C:44]=2[C:45]([O:47][CH2:48][C:49]2[CH:54]=[CH:53][C:52]([N+:55]([O-:57])=[O:56])=[CH:51][CH:50]=2)=[O:46])(C2C=CC=CC=2)=O)C=CC=CC=1.C(N(C(C)C)CC)(C)C.C(=O)([O-])O.[Na+]>CN(C)C=O.C(#N)C.C(OCC)(=O)C>[CH2:17]([O:16][C:14]([C:12]1[N:13]=[C:9]([N:7]2[CH2:6][CH:5]([S:4][C:40]3[C@H:41]([CH3:64])[C@@H:42]4[C@@H:59]([C@H:60]([OH:62])[CH3:61])[C:58](=[O:63])[N:43]4[C:44]=3[C:45]([O:47][CH2:48][C:49]3[CH:54]=[CH:53][C:52]([N+:55]([O-:57])=[O:56])=[CH:51][CH:50]=3)=[O:46])[CH2:8]2)[S:10][CH:11]=1)=[O:15])[CH3:18] |f:1.2,5.6|. Reported procedure: To a solution of 3-acetylthio-1-(4-ethoxycarbonyl-1,3-thiazol-2-yl)azetidine (468 mg, 1.71 mmol) (obtained as described in Reference Example 1) in dimethylformamide (15 ml) was added hydrazine acetate (171.0 mg, 1.86 mmol) at room temperature under an atmosphere of nitrogen and the mixture was stirred for 1.5 hours. After checking the completion of the reaction, a solution of p-nitrobenzyl (1R,5S,6S)-2-diphenylphosphoryloxy-6-[(R)-1-hydroxyethyl]-1-methylcarbapen-2-em-3-carboxylate (1.02 g, 1.72...